This data is from the Open Reaction Database (ORD), a public repository of structured organic reaction records. The task is: describe an organic reaction: reactants, conditions, products, and yield Product: C(CCC)N1C(=NC=2C(=NC=3C=CC(=CC3C21)C=2C=NC=CC2)N)COCC (1-butyl-2-ethoxymethyl-8-(pyridin-3-yl)-1H-imidazo[4,5-c]quinolin-4-amine). As a reaction SMILES: Br[C:2]1[CH:11]=[CH:10][C:9]2[N:8]=[C:7]([NH2:12])[C:6]3[N:13]=[C:14]([CH2:20][O:21][CH2:22][CH3:23])[N:15]([CH2:16][CH2:17][CH2:18][CH3:19])[C:5]=3[C:4]=2[CH:3]=1.[N:24]1[CH:29]=[CH:28][CH:27]=[C:26](B(O)O)[CH:25]=1>>[CH2:16]([N:15]1[C:5]2[C:4]3[CH:3]=[C:2]([C:26]4[CH:25]=[N:24][CH:29]=[CH:28][CH:27]=4)[CH:11]=[CH:10][C:9]=3[N:8]=[C:7]([NH2:12])[C:6]=2[N:13]=[C:14]1[CH2:20][O:21][CH2:22][CH3:23])[CH2:17][CH2:18][CH3:19]. Procedure: 8-Bromo-1-butyl-2-ethoxymethyl-1H-imidazo[4,5-c]quinolin-4-amine and pyridine-3-boronic acid were coupled according to the general procedure described in Part J of Example 1. Chromatography on silica gel (8%–10% methanol in CH2Cl2 gradient) followed by recrystallization from isopropanol (3×) and chromatography as above afforded 1-butyl-2-ethoxymethyl-8-(pyridin-3-yl)-1H-imidazo[4,5-c]quinolin-4-amine as a white solid, m.p. 220–222° C. The reactants are BrC1=CC=2C3=C(C(=NC2C=C1)N)N=C(N3CCCC)COCC (8-Bromo-1-butyl-2-ethoxymethyl-1H-imidazo[4,5-c]quinolin-4-amine), N1=CC(=CC=C1)B(O)O (pyridine-3-boronic acid). The reactants are Cl (hydrochloric acid), C(C)OC(C)=O (ethylacetate), BrC1=CC=C(CCO)C=C1 (4-bromo phenethyl alcohol), C[Si](C)(C)N[Si](C)(C)C (hexamethyldisilizane), C(C)#N (acetonitrile). The reagents and catalysts are [Cl-].[NH4+] (ammoniumchloride). Run in O (water), ClCCl (dichloromethane). Yields the product COC(C(C)(C)C1=CC=C(C=C1)CCO)=O (2-[4-(2-hydroxy-ethyl)-phenyl]-2-methyl-propionic acid methylester). Isolated yield 88.0%. RXN SMILES: Br[C:2]1[CH:10]=[CH:9][C:5]([CH2:6][CH2:7][OH:8])=[CH:4][CH:3]=1.[CH3:11][Si](N[Si](C)(C)C)(C)C.[C:20](#N)[CH3:21].Cl.[CH2:24]([O:26][C:27](=[O:29])C)C>[Cl-].[NH4+].O.ClCCl>[CH3:24][O:26][C:27](=[O:29])[C:20]([C:2]1[CH:10]=[CH:9][C:5]([CH2:6][CH2:7][OH:8])=[CH:4][CH:3]=1)([CH3:21])[CH3:11] |f:5.6|. Procedure details: In a reaction vessel, 4-bromo phenethyl alcohol (5.0 g), hexamethyldisilizane (HMDS; 3.0 g), acetonitrile (25 mL) and ammoniumchloride (0.01 g) were introduced, and the mixture was stirred at room temperature for 1 hours or more. The mixture was condensed under reduced pressure, and dichloromethane (30 mL) and distilled water (20 mL) were added to separate layers. The separated organic layer was dehydrated with Na2SO4, and then, condensed by filtration. And then, Pd(dba)2 (0.29 g), t-Bu3P (0.20 ... Reactants: BrCCCCN1CSCC1=O (3-(4-bromobutyl)-4-thiazolidinone), Cl.Cl.COC=1C=C(C=CC1)N1CCNCC1 (1-(3-methoxyphenyl)piperazine dihydrochloride), C(=O)([O-])[O-].[K+].[K+] (K2CO3), [Na+].[I-] (NaI). The solvent is CC#N (CH3CN). Product: Cl.COC=1C=C(C=CC1)N1CCN(CC1)CCCCN1CSCC1=O (3-[4-[1-(3-Methoxyphenyl)-4-piperazinyl]butyl]-4-thiazolidinone hydrochloride). As a reaction SMILES: Br[CH2:2][CH2:3][CH2:4][CH2:5][N:6]1[C:10](=[O:11])[CH2:9][S:8][CH2:7]1.[ClH:12].Cl.[CH3:14][O:15][C:16]1[CH:17]=[C:18]([N:22]2[CH2:27][CH2:26][NH:25][CH2:24][CH2:23]2)[CH:19]=[CH:20][CH:21]=1.C([O-])([O-])=O.[K+].[K+].[Na+].[I-]>CC#N>[ClH:12].[CH3:14][O:15][C:16]1[CH:17]=[C:18]([N:22]2[CH2:27][CH2:26][N:25]([CH2:2][CH2:3][CH2:4][CH2:5][N:6]3[C:10](=[O:11])[CH2:9][S:8][CH2:7]3)[CH2:24][CH2:23]2)[CH:19]=[CH:20][CH:21]=1 |f:1.2.3,4.5.6,7.8,10.11|. Reported procedure: To a solution of 3-(4-bromobutyl)-4-thiazolidinone (3.0 g) and 1-(3-methoxyphenyl)piperazine dihydrochloride (3.34 g) in 100 ml of anhydrous CH3CN were added K2CO3 (8.7 g) and NaI (200 mg). The mixture was heated to 80° with stirring under N2. Starting materials: [BH4-].[Na+] (sodium borohydride), C12C(CC(C=C1)C2)C=O (bicyclo[2.2.1]hept-5-ene-2-carboxaldehyde), Cl (hydrochloric acid), congo red. Solvent: C(C)O (ethanol), C(C)O (ethanol). Conditions: time 4 hour. The product is C12C(CC(C=C1)C2)CO (bicyclo[2.2.1]hept-5-ene-2-methanol). As a reaction SMILES: [BH4-].[Na+].[CH:3]12[CH2:9][CH:6]([CH:7]=[CH:8]1)[CH2:5][CH:4]2[CH:10]=[O:11].Cl>C(O)C>[CH:3]12[CH2:9][CH:6]([CH:7]=[CH:8]1)[CH2:5][CH:4]2[CH2:10][OH:11] |f:0.1|. Procedure details: A solution of sodium borohydride (15.49 g, 0.409 mol) in absolute ethanol (350 ml) was added dropmise to a stirred solution of bicyclo[2.2.1]hept-5-ene-2-carboxaldehyde (50.0 g, 0.409 mol) in absolute ethanol (300 ml) at 50°-60°. Following the addition, the reaction mixture was stirred at ambient temperature for 4 h. The solution was then acidified to congo red with dilute hydrochloric acid (2 M), filtered, and this solution was reduced to low volume under reduced pressure. Water (200 ml) was th... Starting materials: N1=CC=CC=C1 (pyridine), C(C(C)C)(=O)Cl (isobutyryl chloride), [N+](=O)([O-])C1=CC=C(OCCN)C=C1 (2-(4-Nitro-phenoxy)ethylamine). Solvent: Cl (HCl), C(Cl)Cl (DCM). Run at time 1 hour. Yields the product [N+](=O)([O-])C1=CC=C(OCCNC(C(C)C)=O)C=C1 (N-[2-(4-Nitro-phenoxy)ethyl]-isobutyramide). As a reaction SMILES: [N+:1]([C:4]1[CH:13]=[CH:12][C:7]([O:8][CH2:9][CH2:10][NH2:11])=[CH:6][CH:5]=1)([O-:3])=[O:2].N1C=CC=CC=1.[C:20](Cl)(=[O:24])[CH:21]([CH3:23])[CH3:22]>C(Cl)Cl.Cl>[N+:1]([C:4]1[CH:13]=[CH:12][C:7]([O:8][CH2:9][CH2:10][NH:11][C:20](=[O:24])[CH:21]([CH3:23])[CH3:22])=[CH:6][CH:5]=1)([O-:3])=[O:2]. Procedure: 2-(4-Nitro-phenoxy)ethylamine (0.27 g) was dissolved in dry DCM (8.5 ml) and dry pyridine (0.15 ml) and isobutyryl chloride (0.12 ml) were then added. After stirring for 1 h at room temperature, the reaction mixture was then diluted with HCl 3 N (50 ml) and extracted with ethyl acetate (50 ml), then the organic phase was washed with brine (50 ml). The organic layer was separated, dried, filtered and evaporated under vacuum to give a crude product which was crystallized (diethyl ether, 7 ml) to g... Reactants: CC1=NC2=CC(=CC=C2C(N1C1C(NC(CC1)=O)=O)=O)[N+](=O)[O-] (3-(2-methyl-7-nitro-4-oxo-4H-quinazolin-3-yl)-piperidine-2,6-dione). The reagents and catalysts are [OH-].[OH-].[Pd+2] (Pd(OH)2/C). Solvent: C1=CCCCC1 (cyclohexene), CN(C)C=O (DMF). Reaction conditions: temperature 125 celsius. The product is NC1=CC=C2C(N(C(=NC2=C1)C)C1C(NC(CC1)=O)=O)=O (3-(7-amino-2-methyl-4-oxo-4H-quinazolin-3-yl)-piperidine-2,6-dione). Isolated yield 82.5%. Reaction SMILES: [CH3:1][C:2]1[N:11]([CH:12]2[CH2:17][CH2:16][C:15](=[O:18])[NH:14][C:13]2=[O:19])[C:10](=[O:20])[C:9]2[C:4](=[CH:5][C:6]([N+:21]([O-])=O)=[CH:7][CH:8]=2)[N:3]=1>C1CCCCC=1.CN(C=O)C.[OH-].[OH-].[Pd+2]>[NH2:21][C:6]1[CH:5]=[C:4]2[C:9]([C:10](=[O:20])[N:11]([CH:12]3[CH2:17][CH2:16][C:15](=[O:18])[NH:14][C:13]3=[O:19])[C:2]([CH3:1])=[N:3]2)=[CH:8][CH:7]=1 |f:3.4.5|. Reported procedure: A suspension of 3-(2-methyl-7-nitro-4-oxo-4H-quinazolin-3-yl)-piperidine-2,6-dione (4.8 g, 13 mmol) and 20% Pd(OH)2/C (1.0 g) in cyclohexene (15 mL) and DMF (60 mL) was heated in a 125° C. oil bath overnight. The suspension was filtered thru a pad of Celite, and washed with DMF (30 mL). To the filtrate, was added water (150 mL) to give a suspension. The suspension was filtered and washed with water (50 mL) to give 3-(7-amino-2-methyl-4-oxo-4H-quinazolin-3-yl)-piperidine-2,6-dione as an off-white...